describe an organic reaction: reactants, conditions, products, and yield From a dataset of the Open Reaction Database (ORD), a public repository of structured organic reaction records. Starting materials: CC#N, Cc1ncc([N+](=O)[O-])[nH]1, Cc1nc(C)c(Cl)c(NCc2nccc(SCCOCCCl)c2C)n1, [I-], [K+], [K+], [Na+], O=C([O-])[O-], O. The product is Cc1nc(C)c(Cl)c(NCc2nccc(SCCOCCn3c([N+](=O)[O-])cnc3C)c2C)n1. RXN SMILES: [C:43](#[N:44])[CH3:45].[CH3:26][c:27]1[nH:28][c:29]([N+:32](=[O:33])[O-:34])[cH:30][n:31]1.[Cl:1][c:2]1[c:3]([NH:10][CH2:11][c:12]2[n:13][cH:14][cH:15][c:16]([S:19][CH2:20][CH2:21][O:22][CH2:23][CH2:24][Cl:25])[c:17]2[CH3:18])[n:4][c:5]([CH3:9])[n:6][c:7]1[CH3:8].[I-:42].[K+:35].[K+:36].[Na+:41].[O-:37][C:38]([O-:39])=[O:40].[OH2:46]>>[Cl:1][c:2]1[c:3]([NH:10][CH2:11][c:12]2[n:13][cH:14][cH:15][c:16]([S:19][CH2:20][CH2:21][O:22][CH2:23][CH2:24][n:28]3[c:27]([CH3:26])[n:31][cH:30][c:29]3[N+:32](=[O:33])[O-:34])[c:17]2[CH3:18])[n:4][c:5]([CH3:9])[n:6][c:7]1[CH3:8]. The reactants are BrC=1N=C2N(C3=C(NC4=C2C=CC=C4)N=CC=C3)C1C1=CC=C(C=C1)C1(CCC1)NC(OC(C)(C)C)=O (tert-butyl {1-[4-(2-bromo-9H-imidazo[1,2-d]pyrido[2,3-b][1,4]benzodiazepin-3-yl)phenyl]cyclobutyl}carbamate), COC1=NC=C(C=N1)B(O)O ((2-methoxy pyrimidin-5-yl)boronic acid), C(=O)([O-])[O-].[Na+].[Na+] (Na2CO3). The reagents and catalysts are CC(C)(C)P(C1=CC=C(C=C1)N(C)C)C(C)(C)C.CC(C)(C)P(C1=CC=C(C=C1)N(C)C)C(C)(C)C.Cl[Pd]Cl (bis(di-tert-butyl(4-dimethylaminophenyl)phosphine)dichloropalladium(II)). The solvent is CN(C)C=O (DMF), CCOC(=O)C (AcOEt). The product is COC1=NC=C(C=N1)C=1N=C2N(C3=C(NC4=C2C=CC=C4)N=CC=C3)C1C1=CC=C(C=C1)C1(CCC1)NC(OC(C)(C)C)=O (tert-butyl (1-{4-[2-(2-methoxypyrimidin-5-yl)-9H-imidazo[1,2-d]pyrido[2,3-b][1,4]benzodiazepin-3-yl]phenyl}cyclobutyl)carbamate). The yield is 85.1%. RXN SMILES: Br[C:2]1[N:3]=[C:4]2[C:10]3[CH:11]=[CH:12][CH:13]=[CH:14][C:9]=3[NH:8][C:7]3[N:15]=[CH:16][CH:17]=[CH:18][C:6]=3[N:5]2[C:19]=1[C:20]1[CH:25]=[CH:24][C:23]([C:26]2([NH:30][C:31](=[O:37])[O:32][C:33]([CH3:36])([CH3:35])[CH3:34])[CH2:29][CH2:28][CH2:27]2)=[CH:22][CH:21]=1.[CH3:38][O:39][C:40]1[N:45]=[CH:44][C:43](B(O)O)=[CH:42][N:41]=1.C([O-])([O-])=O.[Na+].[Na+]>CN(C=O)C.CCOC(C)=O.CC(P(C(C)(C)C)C1C=CC(N(C)C)=CC=1)(C)C.CC(P(C(C)(C)C)C1C=CC(N(C)C)=CC=1)(C)C.Cl[Pd]Cl>[CH3:38][O:39][C:40]1[N:45]=[CH:44][C:43]([C:2]2[N:3]=[C:4]3[C:10]4[CH:11]=[CH:12][CH:13]=[CH:14][C:9]=4[NH:8][C:7]4[N:15]=[CH:16][CH:17]=[CH:18][C:6]=4[N:5]3[C:19]=2[C:20]2[CH:21]=[CH:22][C:23]([C:26]3([NH:30][C:31](=[O:37])[O:32][C:33]([CH3:35])([CH3:36])[CH3:34])[CH2:27][CH2:28][CH2:29]3)=[CH:24][CH:25]=2)=[CH:42][N:41]=1 |f:2.3.4,7.8.9|. Procedure: A mixture of tert-butyl {1-[4-(2-bromo-9H-imidazo[1,2-d]pyrido[2,3-b][1,4]benzodiazepin-3-yl)phenyl]cyclobutyl}carbamate (50 mg, 0.090 mmol), (2-methoxy pyrimidin-5-yl)boronic acid (28 mg, 0.18 mmol), bis(di-tert-butyl(4-dimethylaminophenyl)phosphine)dichloropalladium(II) (6 mg, 0.09 mmol), and 2M Na2CO3 aq. (0.090 mL, 0.18 mmol) in DMF (2.5 mL) was treated with microwave (160° C. for 1 hour). The mixture was diluted with AcOEt, washed with water(×3), brine, dried over Na2SO4, then filtrated thr... Starting materials: O=C([O-])O, CC(C)c1nc(CCCOCc2ccccc2)n(C)c1Sc1cc(Cl)cc(Cl)c1, Cl, [Na+]. The product is CC(C)c1nc(CCCO)n(C)c1Sc1cc(Cl)cc(Cl)c1. Reaction SMILES: [C:31](=[O:32])([O-:33])[OH:34].[CH2:1]([c:2]1[cH:3][cH:4][cH:5][cH:6][cH:7]1)[O:8][CH2:9][CH2:10][CH2:11][c:12]1[n:13]([CH3:29])[c:14]([S:20][c:21]2[cH:22][c:23]([Cl:28])[cH:24][c:25]([Cl:27])[cH:26]2)[c:15]([CH:17]([CH3:18])[CH3:19])[n:16]1.[ClH:30].[Na+:35]>>[OH:8][CH2:9][CH2:10][CH2:11][c:12]1[n:13]([CH3:29])[c:14]([S:20][c:21]2[cH:22][c:23]([Cl:28])[cH:24][c:25]([Cl:27])[cH:26]2)[c:15]([CH:17]([CH3:18])[CH3:19])[n:16]1. The reactants are O=C([O-])O, CC1COCCN1c1cc(C(C)(C)S(C)(=O)=O)nc(-c2ccc(N)cc2)n1, O=C(Cl)Oc1ccccc1, [Na+], C1COCCO1. The product is CC1COCCN1c1cc(C(C)(C)S(C)(=O)=O)nc(-c2ccc(NC(=O)Oc3ccccc3)cc2)n1. Reaction SMILES: [C:28](=[O:29])([OH:30])[O-:31].[CH3:1][C:2]([CH3:3])([S:4](=[O:5])(=[O:6])[CH3:7])[c:8]1[n:9][c:10](-[c:21]2[cH:22][cH:23][c:24]([NH2:27])[cH:25][cH:26]2)[n:11][c:12]([N:14]2[CH:15]([CH3:20])[CH2:16][O:17][CH2:18][CH2:19]2)[cH:13]1.[Cl:33][C:34](=[O:35])[O:36][c:37]1[cH:38][cH:39][cH:40][cH:41][cH:42]1.[Na+:32].[O:43]1[CH2:44][CH2:45][O:46][CH2:47][CH2:48]1>>[CH3:1][C:2]([CH3:3])([S:4](=[O:5])(=[O:6])[CH3:7])[c:8]1[n:9][c:10](-[c:21]2[cH:22][cH:23][c:24]([NH:27][C:34](=[O:35])[O:36][c:37]3[cH:38][cH:39][cH:40][cH:41][cH:42]3)[cH:25][cH:26]2)[n:11][c:12]([N:14]2[CH:15]([CH3:20])[CH2:16][O:17][CH2:18][CH2:19]2)[cH:13]1.